From a dataset of the Open Reaction Database (ORD), a public repository of structured organic reaction records. describe an organic reaction: reactants, conditions, products, and yield Starting materials: BrC1=CC=2N3C4=C(C=C(C=C4C2C=C1)O)C(C(=C3)CC=3C=NC=CC3)=O (9-bromo-2-hydroxy-5-(3-pyridylmethyl)-4H-pyrido[3,2,1-jk]carbazole-4-one), ice water, C([O-])([O-])=O.[K+].[K+] (potassium carbonate), BrCCCO (3-bromo-1-propanol). Run in CS(=O)C (dimethyl sulfoxide). Reaction conditions: time 30 minute. The product is BrC1=CC=2N3C4=C(C=C(C=C4C2C=C1)OCCCO)C(C(=C3)CC=3C=NC=CC3)=O (9-bromo-2-(3-hydroxypropyloxy)-5-(3-pyridylmethyl)-4H-pyrido[3,2,1-jk]carbazole-4-one). Isolated yield 72.0%. As a reaction SMILES: [Br:1][C:2]1[CH:14]=[CH:13][C:12]2[C:11]3[C:6]4=[C:7]([C:16](=[O:26])[C:17]([CH2:19][C:20]5[CH:21]=[N:22][CH:23]=[CH:24][CH:25]=5)=[CH:18][N:5]4[C:4]=2[CH:3]=1)[CH:8]=[C:9]([OH:15])[CH:10]=3.C(=O)([O-])[O-].[K+].[K+].Br[CH2:34][CH2:35][CH2:36][OH:37]>CS(C)=O>[Br:1][C:2]1[CH:14]=[CH:13][C:12]2[C:11]3[C:6]4=[C:7]([C:16](=[O:26])[C:17]([CH2:19][C:20]5[CH:21]=[N:22][CH:23]=[CH:24][CH:25]=5)=[CH:18][N:5]4[C:4]=2[CH:3]=1)[CH:8]=[C:9]([O:15][CH2:34][CH2:35][CH2:36][OH:37])[CH:10]=3 |f:1.2.3|. Procedure details: 9-bromo-2-hydroxy-5-(3-pyridylmethyl)-4H-pyrido[3,2,1-jk]carbazole-4-one (400 mg) produced in Example 102 was suspended in dimethyl sulfoxide (40 ml). After adding potassium carbonate (540 mg), the mixture was stirred at room temperature for 30 minutes, and 3-bromo-1-propanol (0.3 ml) was added. After stirring at room temperature for 12 hours, the reaction mixture was poured into ice water (100 ml) and the crystals precipitated were recovered by filtration. The thus obtained crude crystals were ... Starting materials: CCO, CCOC(C)=O, [Cl-], [Fe], O=C(Nc1cn2cc(Oc3ccc([N+](=O)[O-])nc3)ccc2n1)C1CC1, [NH4+], O. The product is Nc1ccc(Oc2ccc3nc(NC(=O)C4CC4)cn3c2)cn1. RXN SMILES: [CH3:28][CH2:29][OH:30].[CH3:32][CH2:33][O:34][C:35](=[O:36])[CH3:37].[Cl-:26].[Fe:38].[N+:1]([O-:2])(=[O:3])[c:4]1[cH:5][cH:6][c:7]([O:10][c:11]2[cH:12][cH:13][c:14]3[n:15]([cH:16]2)[cH:17][c:18]([NH:20][C:21](=[O:22])[CH:23]2[CH2:24][CH2:25]2)[n:19]3)[cH:8][n:9]1.[NH4+:27].[OH2:31]>>[NH2:1][c:4]1[cH:5][cH:6][c:7]([O:10][c:11]2[cH:12][cH:13][c:14]3[n:15]([cH:16]2)[cH:17][c:18]([NH:20][C:21](=[O:22])[CH:23]2[CH2:24][CH2:25]2)[n:19]3)[cH:8][n:9]1. Starting materials: OCCN (2-hydroxyethylamine), O=S(Cl)Cl (SOCl2), C(C1=CC=CC=C1)SC[C@H](CO)N ((1S)-1-(Benzylthiomethyl)-2-hydroxyethylamine), C(C)(C)C1OC[C@H](N1)CSCC1=CC=CC=C1 ((4S)-2-isopropyl-4-(benzylthiomethyl)-1,3-oxazolidine), O1CNCC1 (oxazolidine), (L)-S-benzylcysteine methyl ester, OCCN (2-hydroxyethylamine), C(C1=CC=CC=C1)SC[C@H](CO)NCC(C)C (N-((1S)-1-(benzylthiomethyl)-2-hydroxyethyl)-N-isobutylamine). Product: [Cl-].C(C1=CC=CC=C1)SC[C@@H](CCl)[NH2+]CC(C)C (N-((1S)-1-(benzylthiomethyl)-2-chloroethyl)-N-isobutylammonium chloride). RXN SMILES: C(SC[C@@H](N)CO)C1C=CC=CC=1.OCCN.[CH:18]([CH:21]1[NH:25][C@H:24]([CH2:26][S:27][CH2:28][C:29]2[CH:34]=[CH:33][CH:32]=[CH:31][CH:30]=2)[CH2:23]O1)([CH3:20])[CH3:19].O1CCNC1.C(SC[C@@H](NCC(C)C)CO)C1C=CC=CC=1.O=S(Cl)[Cl:59]>>[Cl-:59].[CH2:28]([S:27][CH2:26][C@H:24]([NH2+:25][CH2:21][CH:18]([CH3:20])[CH3:19])[CH2:23][Cl:59])[C:29]1[CH:34]=[CH:33][CH:32]=[CH:31][CH:30]=1 |f:6.7|. Reported procedure: (1S)-1-(Benzylthiomethyl)-2-hydroxyethylamine was made from (L)-S-benzylcysteine methyl ester as described in Method B1b. The 2-hydroxyethylamine was converted to (4S)-2-isopropyl-4-(benzylthiomethyl)-1,3-oxazolidine according to Method B4c, Step 1. The oxazolidine was reduced to N-((1S)-1-(benzylthiomethyl)-2-hydroxyethyl)-N-isobutylamine according to Method B4c, Step 2. The resulting 2-hydroxyethylamine was treated with SOCl2 according to Method B7c to give N-((1S)-1-(benzylthiomethyl)-2-chlor... Reactants: C1(CC1)NC1=C(C(=C(C=C1[N+](=O)[O-])F)N1CCN(CC1)C(=O)OCC)COC (N-Cyclopropyl-2-methoxymethyl-3-(4-ethoxycarbonyl-1-piperazinyl)-4-fluoro-6-nitroaniline). Solvent: C(C)O.O (ethanol water). Product: C1(CC1)NC1=C(C(=C(C=C1[N+](=O)[O-])F)N1CCN(CC1)C)COC (N-Cyclopropyl-2-methoxymethyl-3-(4-methyl-1-piperazinyl)-4-fluoro-6-nitroaniline). As a reaction SMILES: [CH:1]1([NH:4][C:5]2[C:10]([N+:11]([O-:13])=[O:12])=[CH:9][C:8]([F:14])=[C:7]([N:15]3[CH2:20][CH2:19][N:18]([C:21](OCC)=O)[CH2:17][CH2:16]3)[C:6]=2[CH2:26][O:27][CH3:28])[CH2:3][CH2:2]1>C(O)C.O>[CH:1]1([NH:4][C:5]2[C:10]([N+:11]([O-:13])=[O:12])=[CH:9][C:8]([F:14])=[C:7]([N:15]3[CH2:16][CH2:17][N:18]([CH3:21])[CH2:19][CH2:20]3)[C:6]=2[CH2:26][O:27][CH3:28])[CH2:2][CH2:3]1 |f:1.2|. Reported procedure: N-Cyclopropyl-2-methoxymethyl-3-(4-ethoxycarbonyl-1-piperazinyl)-4-fluoro-6-nitroaniline, orange red needles, m.p. 89°-90° C. (ethanol-water)